Dataset: the Open Reaction Database (ORD), a public repository of structured organic reaction records. Task: describe an organic reaction: reactants, conditions, products, and yield The reactants are O=S1(N(CCC1)CC1=CC=C(C=N1)C(=O)N1CCN(CC1)C1=NC=C(C=C1C)CC)=O ([6-(1,1-dioxo-1λ6-isothiazolidin-2-ylmethyl)pyridin-3-yl][4-(5-ethyl-3-methylpyridin-2-yl)piperazin-1-yl]methanone), Cl.C(C)O (hydrogen chloride ethanol). Solvent: C(C)(=O)OCC.CO (ethyl acetate methanol). Product: Cl.Cl.O=S1(N(CCC1)CC1=CC=C(C=N1)C(=O)N1CCN(CC1)C1=NC=C(C=C1C)CC)=O ([6-(1,1-dioxo-1λ6-isothiazolidin-2-ylmethyl)pyridin-3-yl][4-(5-ethyl-3-methylpyridin-2-yl)piperazin-1-yl]methanone dihydrochloride). As a reaction SMILES: [O:1]=[S:2]1(=[O:31])[CH2:6][CH2:5][CH2:4][N:3]1[CH2:7][C:8]1[N:13]=[CH:12][C:11]([C:14]([N:16]2[CH2:21][CH2:20][N:19]([C:22]3[C:27]([CH3:28])=[CH:26][C:25]([CH2:29][CH3:30])=[CH:24][N:23]=3)[CH2:18][CH2:17]2)=[O:15])=[CH:10][CH:9]=1.[ClH:32].C(O)C>C(OCC)(=O)C.CO>[ClH:32].[ClH:32].[O:31]=[S:2]1(=[O:1])[CH2:6][CH2:5][CH2:4][N:3]1[CH2:7][C:8]1[N:13]=[CH:12][C:11]([C:14]([N:16]2[CH2:17][CH2:18][N:19]([C:22]3[C:27]([CH3:28])=[CH:26][C:25]([CH2:29][CH3:30])=[CH:24][N:23]=3)[CH2:20][CH2:21]2)=[O:15])=[CH:10][CH:9]=1 |f:1.2,3.4,5.6.7|. Reported procedure: Using methyl 6-(1,1-dioxo-1λ6-isothiazolidin-2-ylmethyl)nicotinate (107 mg) described in Preparation Example 45 and 1-(5-ethyl-3-methylpyridin-2-yl)piperazine (81 mg) described in Preparation Example 81 and by the reaction and treatment in the same manner as in Example 109, [6-(1,1-dioxo-1λ6-isothiazolidin-2-ylmethyl)pyridin-3-yl][4-(5-ethyl-3-methylpyridin-2-yl)piperazin-1-yl]methanone (81 mg) was obtained. The obtained [6-(1,1-dioxo-1λ6-isothiazolidin-2-ylmethyl)pyridin-3-yl][4-(5-ethyl-3-meth... The reactants are C(C)(C)NC(C)C (diisopropylamine), CCCCCC (hexane), C(C)(C)(C)N=CC (acetaldehyde N-tert- butylimine), solution, C(CCC)[Li] (n-butyl lithium), CCCCCC (hexane), P(=O)(OCC)(OCC)Cl (diethyl chlorophosphate). Reaction conditions: temperature 5 celsius, time 15 minute. The product is 109.3g, C1(=CC=CC=C1)C(=CC=O)C1=CC=CC=C1 (3,3-diphenyl-2-propenal). RXN SMILES: C(N[CH:5]([CH3:7])[CH3:6])(C)C.C([Li])CCC.[C:13](N=CC)([CH3:16])([CH3:15])[CH3:14].P(Cl)([O:25][CH2:26][CH3:27])(OCC)=O.[CH3:29][CH2:30][CH2:31][CH2:32][CH2:33][CH3:34]>>[C:31]1([C:16]([C:13]2[CH:14]=[CH:6][CH:5]=[CH:7][CH:15]=2)=[CH:27][CH:26]=[O:25])[CH:30]=[CH:29][CH:34]=[CH:33][CH:32]=1. Reported procedure: A solution of freshly distilled diisopropylamine (193.2 mL) in dry tetrahydrofurane (1L) under argon was cooled to -5° C. with an acetone-dry ice bath. Anhydrous conditions were maintained throughout the reaction. A 1.6M solution of n-butyl lithium in hexane (862 mL) was added at such a rate that the reaction temperature did not exceed -5° C. After the addition was complete, the solution was stirred at 5° C. for 15 minutes, then it was cooled to -78° C. and acetaldehyde N-tert- butylimine (88.5 ... Reactants: CC1(C)OC2C(CCS(N)(=O)=O)OC(n3cnc4c(NC5CCc6ccccc65)ncnc43)C2O1, O, O=C(O)C(F)(F)F. Product: NS(=O)(=O)CCC1OC(n2cnc3c(NC4CCc5ccccc54)ncnc32)C(O)C1O. Reaction SMILES: [CH:9]1([NH:18][c:19]2[c:20]3[n:21][cH:22][n:23]([CH:28]4[O:29][CH:30]([CH2:38][CH2:39][S:40](=[O:41])(=[O:42])[NH2:43])[CH:31]5[CH:32]4[O:33][C:34]([CH3:36])([CH3:37])[O:35]5)[c:24]3[n:25][cH:26][n:27]2)[CH2:10][CH2:11][c:12]2[cH:13][cH:14][cH:15][cH:16][c:17]21.[OH2:8].[OH:1][C:2]([C:3]([F:4])([F:5])[F:6])=[O:7]>>[CH:9]1([NH:18][c:19]2[c:20]3[n:21][cH:22][n:23]([CH:28]4[O:29][CH:30]([CH2:38][CH2:39][S:40](=[O:41])(=[O:42])[NH2:43])[CH:31]([OH:35])[CH:32]4[OH:33])[c:24]3[n:25][cH:26][n:27]2)[CH2:10][CH2:11][c:12]2[cH:13][cH:14][cH:15][cH:16][c:17]21. The reactants are CC(C)(C)[Mg+], C1CCOC1, COC(=O)c1ccc2c(c1)OCC(=O)N2C, CCOCC, [Cl-], COc1ccc(CC(=O)O)c(Cl)c1, Cl, O. Yields the product COc1ccc(CC(=O)c2ccc3c(c2)OCC(=O)N3C)c(Cl)c1. RXN SMILES: [C:2]([Mg+:3])([CH3:4])([CH3:5])[CH3:6].[CH2:42]1[O:43][CH2:44][CH2:45][CH2:46]1.[CH3:20][O:21][C:22](=[O:23])[c:24]1[cH:25][c:26]2[c:27]([cH:34][cH:35]1)[N:28]([CH3:33])[C:29](=[O:32])[CH2:30][O:31]2.[CH3:37][CH2:38][O:39][CH2:40][CH3:41].[Cl-:1].[Cl:7][c:8]1[c:9]([CH2:16][C:17](=[O:18])[OH:19])[cH:10][cH:11][c:12]([O:14][CH3:15])[cH:13]1.[ClH:36].[OH2:47]>>[Cl:7][c:8]1[c:9]([CH2:16][C:17](=[O:19])[c:24]2[cH:25][c:26]3[c:27]([cH:34][cH:35]2)[N:28]([CH3:33])[C:29](=[O:32])[CH2:30][O:31]3)[cH:10][cH:11][c:12]([O:14][CH3:15])[cH:13]1. The reactants are CN(C)C=O, CCO, Clc1cccc(OC2CCNCC2)c1, Fc1ccc2c(-c3ccc(OCC4CO4)cc3)noc2c1. Product: OC(COc1ccc(-c2noc3cc(F)ccc23)cc1)CN1CCC(Oc2cccc(Cl)c2)CC1. As a reaction SMILES: [CH3:36][N:37]([CH3:38])[CH:39]=[O:40].[CH3:41][CH2:42][OH:43].[Cl:22][c:23]1[cH:24][c:25]([O:26][CH:27]2[CH2:28][CH2:29][NH:30][CH2:31][CH2:32]2)[cH:33][cH:34][cH:35]1.[F:1][c:2]1[cH:3][c:4]2[c:5]([c:6](-[c:9]3[cH:10][cH:11][c:12]([O:15][CH2:16][CH:17]4[O:18][CH2:19]4)[cH:13][cH:14]3)[n:7][o:8]2)[cH:20][cH:21]1>>[F:1][c:2]1[cH:3][c:4]2[c:5]([c:6](-[c:9]3[cH:10][cH:11][c:12]([O:15][CH2:16][CH:17]([OH:18])[CH2:19][N:30]4[CH2:29][CH2:28][CH:27]([O:26][c:25]5[cH:24][c:23]([Cl:22])[cH:35][cH:34][cH:33]5)[CH2:32][CH2:31]4)[cH:13][cH:14]3)[n:7][o:8]2)[cH:20][cH:21]1. Reactants: FC1=C(C=C(C=C1)F)S(=O)(=O)NC=1C(=C(C=CC1)C=1N=C(SC1C1=NC(=NC=C1)CCC(=O)O)C(C)(C)C)F (3-{4-[4-(3-{[(2,5-difluorophenyl)sulfonyl]amino}-2-fluorophenyl)-2-(1,1-dimethylethyl)-1,3-thiazol-5-yl]-2-pyrimidinyl}propanoic acid), N1CCS(CC1)(=O)=O (thiomorpholine 1,1-dioxide). Product: CC(C)(C)C=1SC(=C(N1)C=1C(=C(C=CC1)NS(=O)(=O)C1=C(C=CC(=C1)F)F)F)C1=NC(=NC=C1)CCC(=O)N1CCS(CC1)(=O)=O (N-[3-(2-(1,1-dimethylethyl)-5-{2-[3-(1,1-dioxido-4-thiomorpholinyl)-3-oxopropyl]-4-pyrimidinyl}-1,3-thiazol-4-yl)-2-fluorophenyl]-2,5-difluorobenzenesulfonamide), solid. Yield: 36.0%. RXN SMILES: [F:1][C:2]1[CH:7]=[CH:6][C:5]([F:8])=[CH:4][C:3]=1[S:9]([NH:12][C:13]1[C:14]([F:39])=[C:15]([C:19]2[N:20]=[C:21]([C:35]([CH3:38])([CH3:37])[CH3:36])[S:22][C:23]=2[C:24]2[CH:29]=[CH:28][N:27]=[C:26]([CH2:30][CH2:31][C:32](O)=[O:33])[N:25]=2)[CH:16]=[CH:17][CH:18]=1)(=[O:11])=[O:10].[NH:40]1[CH2:45][CH2:44][S:43](=[O:47])(=[O:46])[CH2:42][CH2:41]1>>[CH3:37][C:35]([C:21]1[S:22][C:23]([C:24]2[CH:29]=[CH:28][N:27]=[C:26]([CH2:30][CH2:31][C:32]([N:40]3[CH2:45][CH2:44][S:43](=[O:47])(=[O:46])[CH2:42][CH2:41]3)=[O:33])[N:25]=2)=[C:19]([C:15]2[C:14]([F:39])=[C:13]([NH:12][S:9]([C:3]3[CH:4]=[C:5]([F:8])[CH:6]=[CH:7][C:2]=3[F:1])(=[O:10])=[O:11])[CH:18]=[CH:17][CH:16]=2)[N:20]=1)([CH3:38])[CH3:36]. Procedure: Following a procedure analogous to the procedure described in Example 254 using 3-{4-[4-(3-{[(2,5-difluorophenyl)sulfonyl]amino}-2-fluorophenyl)-2-(1,1-dimethylethyl)-1,3-thiazol-5-yl]-2-pyrimidinyl}propanoic acid (200 mg, 0.347 mmol) and thiomorpholine 1,1-dioxide (0.094 g, 0.694 mmol), the title compound was obtained as a white solid (108 mg, 36% yield). MS (ESI): 694 [M+H]+. Reactants: COC=1C=C(C=CC1OC)C1=NOC(C1)CCC=O (3-[3-(3,4-Dimethoxyphenyl)-4,5-dihydroisoxazol-5-yl]propanal), C1(=CC=CC=C1)N1CCNCC1 (1-phenylpiperazine), [BH-](OC(=O)C)(OC(=O)C)OC(=O)C.[Na+] (NaBH(OAc)3). Solvent: C(Cl)Cl (methylene chloride). The product is COC=1C=C(C=CC1OC)C1=NOC(C1)CCCN1CCN(CC1)C1=CC=CC=C1 (1-{3-[3-(3,4-Dimethoxyphenyl)-4,5-dihydroisoxazol-5-yl]propyl}4-phenylpiperazine). Yield: 90.3%. Reaction SMILES: [CH3:1][O:2][C:3]1[CH:4]=[C:5]([C:11]2[CH2:15][CH:14]([CH2:16][CH2:17][CH:18]=O)[O:13][N:12]=2)[CH:6]=[CH:7][C:8]=1[O:9][CH3:10].[C:20]1([N:26]2[CH2:31][CH2:30][NH:29][CH2:28][CH2:27]2)[CH:25]=[CH:24][CH:23]=[CH:22][CH:21]=1.[BH-](OC(C)=O)(OC(C)=O)OC(C)=O.[Na+]>C(Cl)Cl>[CH3:1][O:2][C:3]1[CH:4]=[C:5]([C:11]2[CH2:15][CH:14]([CH2:16][CH2:17][CH2:18][N:29]3[CH2:30][CH2:31][N:26]([C:20]4[CH:25]=[CH:24][CH:23]=[CH:22][CH:21]=4)[CH2:27][CH2:28]3)[O:13][N:12]=2)[CH:6]=[CH:7][C:8]=1[O:9][CH3:10] |f:2.3|. Procedure: 3-[3-(3,4-Dimethoxyphenyl)-4,5-dihydroisoxazol-5-yl]propanal (36.3 mg, 0.135 mmol), 1-phenylpiperazine (20.0 mg, 0.123 mmol), molecular sieve (5 beads) and NaBH(OAc)3 (78.4 mg, 0.369 mmol) were reacted in 3 mL of methylene chloride for about 12 hr. With the following processes the same as in Example 1, 45.5 mg (90.1%) of the target compound was obtained.